This data is from the Open Reaction Database (ORD), a public repository of structured organic reaction records. The task is: describe an organic reaction: reactants, conditions, products, and yield The reactants are C(C)C1=C(C=C(C(=C1)[N+](=O)[O-])OC)N1CCC(CC1)CCS(=O)(=O)C (1-[2-ethyl-5-(methyloxy)-4-nitrophenyl]-4-[2-(methylsulfonyl)ethyl]piperidine). The reagents and catalysts are [Pt] (platinum on carbon). The solvent is CCOC(=O)C (EtOAc). Reaction conditions: time 8 hour. Yields the product C(C)C=1C(=CC(=C(N)C1)OC)N1CCC(CC1)CCS(=O)(=O)C (5-ethyl-2-(methyloxy)-4-{4-[2-(methylsulfonyl)ethyl]-1-piperidinyl}aniline). The yield is 79.4%. Reaction SMILES: [CH2:1]([C:3]1[CH:8]=[C:7]([N+:9]([O-])=O)[C:6]([O:12][CH3:13])=[CH:5][C:4]=1[N:14]1[CH2:19][CH2:18][CH:17]([CH2:20][CH2:21][S:22]([CH3:25])(=[O:24])=[O:23])[CH2:16][CH2:15]1)[CH3:2]>CCOC(C)=O.[Pt]>[CH2:1]([C:3]1[C:4]([N:14]2[CH2:15][CH2:16][CH:17]([CH2:20][CH2:21][S:22]([CH3:25])(=[O:24])=[O:23])[CH2:18][CH2:19]2)=[CH:5][C:6]([O:12][CH3:13])=[C:7]([CH:8]=1)[NH2:9])[CH3:2]. Reported procedure: To 1-[2-ethyl-5-(methyloxy)-4-nitrophenyl]-4-[2-(methylsulfonyl)ethyl]piperidine (0.25 g, 0.68 mmol) in EtOAc (30 mL) was added platinum on carbon (sulfided) (0.13 g, 0.034 mmol). The mixture was stirred under H2 (1 atm.) overnight. Filtering the mixture through Celite® and concentrating provided the title compound of Step B (0.18 g, 0.54 mmol, 79%). 1H NMR (400 MHz, DMSO-d6) δ 6.55 (s, 1H), 6.42 (s, 1H), 4.30 (br. s., 2H), 3.67 (s, 3H), 3.04-3.16 (m, 2H), 2.92 (s, 3H), 2.77 (d, J=11.5 Hz, 2H), ...